This data is from the Open Reaction Database (ORD), a public repository of structured organic reaction records. The task is: describe an organic reaction: reactants, conditions, products, and yield Starting materials: COC(=O)c1cc(C#N)c(C(=O)OC)cc1Br, C[Si](C)(C)c1ccc(N)c(F)c1, [K+], [K+], [K+], O=C(C=Cc1ccccc1)C=Cc1ccccc1, O=C(C=Cc1ccccc1)C=Cc1ccccc1, C1COCCO1, O=C(C=Cc1ccccc1)C=Cc1ccccc1, O=P([O-])([O-])[O-], [Pd], [Pd], CC1(C)c2cccc(P(c3ccccc3)c3ccccc3)c2Oc2c(P(c3ccccc3)c3ccccc3)cccc21. As a reaction SMILES: [CH3:1][O:2][C:3]([c:4]1[c:5]([Br:16])[cH:6][c:7]([C:8](=[O:9])[O:10][CH3:11])[c:12]([C:14]#[N:15])[cH:13]1)=[O:17].[F:18][c:19]1[c:20]([NH2:29])[cH:21][cH:22][c:23]([Si:25]([CH3:26])([CH3:27])[CH3:28])[cH:24]1.[K+:77].[K+:78].[K+:79].[O:106]=[C:107]([CH:108]=[CH:109][c:110]1[cH:111][cH:112][cH:113][cH:114][cH:115]1)[CH:116]=[CH:117][c:118]1[cH:119][cH:120][cH:121][cH:122][cH:123]1.[O:124]=[C:125]([CH:126]=[CH:127][c:128]1[cH:129][cH:130][cH:131][cH:132][cH:133]1)[CH:134]=[CH:135][c:136]1[cH:137][cH:138][cH:139][cH:140][cH:141]1.[O:80]1[CH2:81][CH2:82][O:83][CH2:84][CH2:85]1.[O:88]=[C:89]([CH:90]=[CH:91][c:92]1[cH:93][cH:94][cH:95][cH:96][cH:97]1)[CH:98]=[CH:99][c:100]1[cH:101][cH:102][cH:103][cH:104][cH:105]1.[P:72]([O-:73])([O-:74])([O-:75])=[O:76].[Pd:86].[Pd:87].[c:30]1([P:31]([c:32]2[cH:33][cH:34][cH:35][cH:36][cH:37]2)[c:38]2[c:39]3[c:63]([cH:64][cH:65][cH:66]2)[C:60]([CH3:61])([CH3:62])[c:42]2[c:41]([c:46]([P:47]([c:48]4[cH:49][cH:50][cH:51][cH:52][cH:53]4)[c:54]4[cH:55][cH:56][cH:57][cH:58][cH:59]4)[cH:45][cH:44][cH:43]2)[O:40]3)[cH:67][cH:68][cH:69][cH:70][cH:71]1>>[CH3:1][O:2][C:3]([c:4]1[c:5]([NH:29][c:20]2[c:19]([F:18])[cH:24][c:23]([Si:25]([CH3:26])([CH3:27])[CH3:28])[cH:22][cH:21]2)[cH:6][c:7]([C:8](=[O:9])[O:10][CH3:11])[c:12]([C:14]#[N:15])[cH:13]1)=[O:17]. Yields the product COC(=O)c1cc(Nc2ccc([Si](C)(C)C)cc2F)c(C(=O)OC)cc1C#N. Starting materials: C(C)(C)(C)OC(=O)N[C@@H](COCC1=CC=CC=C1)C(=O)O (Nα -t-Butoxycarbonyl-O-benzyl-L-serine), FC(C(=O)O)(F)F (trifluoroacetic acid). Yields the product FC(C(=O)O)(F)F.C(C1=CC=CC=C1)OC[C@H](N)C(=O)O (O-Benzyl-L-serine trifluoracetic acid salt). RXN SMILES: C(OC([NH:8][C@H:9]([C:19]([OH:21])=[O:20])[CH2:10][O:11][CH2:12][C:13]1[CH:18]=[CH:17][CH:16]=[CH:15][CH:14]=1)=O)(C)(C)C.[F:22][C:23]([F:28])([F:27])[C:24]([OH:26])=[O:25]>>[F:22][C:23]([F:28])([F:27])[C:24]([OH:26])=[O:25].[CH2:12]([O:11][CH2:10][C@@H:9]([C:19]([OH:21])=[O:20])[NH2:8])[C:13]1[CH:18]=[CH:17][CH:16]=[CH:15][CH:14]=1 |f:2.3|. Procedure: Nα -t-Butoxycarbonyl-O-benzyl-L-serine, 5.0 g., is treated with 20 ml. of trifluoroacetic acid at 5° C. The solution is let stand at room temperature for 15 minutes and then the excess trifluoroacetic acid removed under reduced pressure. Benzene is added followed by evaporation. This process is repeated three times to remove excess trifluoroacetic acid. Finally the product is dried under reduced pressure and used without further treatment.